This data is from the Open Reaction Database (ORD), a public repository of structured organic reaction records. The task is: describe an organic reaction: reactants, conditions, products, and yield Starting materials: OBO, CSCc1ccc(N)c(Br)c1, Clc1ccccc1. The product is CSCc1ccc(N)c(-c2cccc(Cl)c2)c1. As a reaction SMILES: [BH:12]([OH:13])[OH:14].[Br:1][c:2]1[c:3]([NH2:4])[cH:5][cH:6][c:7]([CH2:9][S:10][CH3:11])[cH:8]1.[Cl:15][c:16]1[cH:17][cH:18][cH:19][cH:20][cH:21]1>>[c:2]1(-[c:20]2[cH:19][cH:18][cH:17][c:16]([Cl:15])[cH:21]2)[c:3]([NH2:4])[cH:5][cH:6][c:7]([CH2:9][S:10][CH3:11])[cH:8]1.